describe an organic reaction: reactants, conditions, products, and yield From a dataset of the Open Reaction Database (ORD), a public repository of structured organic reaction records. The reactants are ClC(CCCl)C(=O)C1=CC=C(C=C1)F (4-fluorophenyl 1,3-dichloropropyl ketone), potassium tert.-butylate. The solvent is C(C)(C)(C)O (tert.-butanol). Run at temperature 40 celsius, time 2 hour. Yields the product FC1=CC=C(C(=O)C2(CC2)Cl)C=C1 (1-(4-fluorobenzoyl)-1-chloro-cyclopropane). Yield: 73.7%. As a reaction SMILES: [Cl:1][CH:2]([C:6]([C:8]1[CH:13]=[CH:12][C:11]([F:14])=[CH:10][CH:9]=1)=[O:7])[CH2:3][CH2:4]Cl>C(O)(C)(C)C>[F:14][C:11]1[CH:12]=[CH:13][C:8]([C:6]([C:2]2([Cl:1])[CH2:4][CH2:3]2)=[O:7])=[CH:9][CH:10]=1. Procedure: 233 g (0.99 mol) of 4-fluorophenyl 1,3-dichloropropyl ketone are dissolved in 300 ml of tert.-butanol and 135 g of potassium tert.-butylate are added in portions. The mixture is substantially stirred at 40° C. for 2 hours and concentrated in vacuo. The residue is taken up in methylene chloride and water. The organic phase is seperated off, dried over sodium sulphate and concentrated in vacuo. The residue is distilled under a high vacuum. 145 g (74% of theory) of 1-(4-fluorobenzoyl)-1-chloro-cycl... Starting materials: Cl, Cc1ccccc1-c1cc(C#N)cc2c1OC(CN=[N+]=[N-])C2, c1ccc(P(c2ccccc2)c2ccccc2)cc1. The product is Cc1ccccc1-c1cc(C#N)cc2c1OC(CN)C2. As a reaction SMILES: [ClH:42].[N:1](=[N+:2]=[N-:3])[CH2:4][CH:5]1[O:6][c:7]2[c:8]([cH:10][c:11]([C:21]#[N:22])[cH:12][c:13]2-[c:14]2[c:15]([CH3:20])[cH:16][cH:17][cH:18][cH:19]2)[CH2:9]1.[c:23]1([P:24]([c:25]2[cH:26][cH:27][cH:28][cH:29][cH:30]2)[c:31]2[cH:32][cH:33][cH:34][cH:35][cH:36]2)[cH:37][cH:38][cH:39][cH:40][cH:41]1>>[NH2:1][CH2:4][CH:5]1[O:6][c:7]2[c:8]([cH:10][c:11]([C:21]#[N:22])[cH:12][c:13]2-[c:14]2[c:15]([CH3:20])[cH:16][cH:17][cH:18][cH:19]2)[CH2:9]1. Starting materials: C([O-])(O)=O.[Na+] (sodium bicarbonate), C1=CC(=CC(=C1)Cl)C(=O)OO (m-CPBA), C(CC)(=O)C=1C=NC2=C(C=CC=C2C1NC1=C(C=CC=C1)C)OCCCSCCC (3-Propanoyl-4-(2-methylphenylamino)-8-(3-propylthiopropoxy)quinoline). Solvent: O (water), C(Cl)Cl (methylene chloride), C(Cl)Cl (methylene chloride). Conditions: time 30 minute. Product: C(CC)(=O)C=1C=NC2=C(C=CC=C2C1NC1=C(C=CC=C1)C)OCCCS(=O)CCC (3-propanoyl-4-(2-methylphenylamino)-8-(3-propylsulfinylpropoxy)quinoline). Yield: 77.6%. RXN SMILES: [C:1]([C:5]1[CH:6]=[N:7][C:8]2[C:13]([C:14]=1[NH:15][C:16]1[CH:21]=[CH:20][CH:19]=[CH:18][C:17]=1[CH3:22])=[CH:12][CH:11]=[CH:10][C:9]=2[O:23][CH2:24][CH2:25][CH2:26][S:27][CH2:28][CH2:29][CH3:30])(=[O:4])[CH2:2][CH3:3].C(=O)(O)[O-:32].[Na+].C1C=C(Cl)C=C(C(OO)=O)C=1>C(Cl)Cl.O>[C:1]([C:5]1[CH:6]=[N:7][C:8]2[C:13]([C:14]=1[NH:15][C:16]1[CH:21]=[CH:20][CH:19]=[CH:18][C:17]=1[CH3:22])=[CH:12][CH:11]=[CH:10][C:9]=2[O:23][CH2:24][CH2:25][CH2:26][S:27]([CH2:28][CH2:29][CH3:30])=[O:32])(=[O:4])[CH2:2][CH3:3] |f:1.2|. Procedure: 3-Propanoyl-4-(2-methylphenylamino)-8-(3-propylthiopropoxy)quinoline (200 mg, 0.47 mmol) was dissolved in 5 ml methylene chloride. A solution of sodium bicarbonate (80 mg, 0.95 mmol) in 5 ml water was added. The mixture was cooled to 2°-4° C. A solution of 70% m-CPBA (115mg, 0.47 mmol) in 5 ml methylene chloride was added dropwise during 10 min. The temperature was allowed to rise and the mixture was stirred for 30 min at room temperature. The methylene chloride layer was separated and washed wi... The reactants are OC1=CC=C(C(=O)OCC2=CC=CC=C2)C=C1 (benzyl 4-hydroxybenzoate), C1(=CC=CC=C1)B(O)O (benzeneboronic acid), C=O (paraformaldehyde), C(CC)(=O)O (propionic acid). Solvent: C1=CC=CC=C1 (benzene), O (water). Yields the product OC1=C(C=C(C(=O)OCC2=CC=CC=C2)C=C1)CO (benzyl 4-hydroxy-3-hydroxymethylbenzoate). Yield: 287.2%. Reaction SMILES: [OH:1][C:2]1[CH:17]=[CH:16][C:5]([C:6]([O:8][CH2:9][C:10]2[CH:15]=[CH:14][CH:13]=[CH:12][CH:11]=2)=[O:7])=[CH:4][CH:3]=1.C1(B(O)O)C=CC=CC=1.C=O.[C:29](O)(=[O:32])CC>C1C=CC=CC=1.O>[OH:1][C:2]1[CH:17]=[CH:16][C:5]([C:6]([O:8][CH2:9][C:10]2[CH:15]=[CH:14][CH:13]=[CH:12][CH:11]=2)=[O:7])=[CH:4][C:3]=1[CH2:29][OH:32]. Reported procedure: A solution of 27.4 g (0.12 mole) of benzyl 4-hydroxybenzoate, 14.7 g (0.12 mole) of benzeneboronic acid, 6 g (0.135 mole) of paraformaldehyde and 0.9 ml (12 mmoles) of propionic acid in 600 ml of anhydrous benzene is heated at reflux for 12 hours using a Dean-Stark reactor to separate the water formed. The reaction medium is poured into bicarbonated water and extracted with ethyl ether. The organic phase is decanted, washed with water, dried on magnesium sulfate and evaporated. The resulting res... The reactants are COC(=O)C1(CC12CCCCC2)CNC(=O)OC(C)(C)C (1-(tert-butoxycarbonylamino-methyl)-spiro[2.5]octane-1-carboxylic acid methyl ester), O[Li].O (LiOH—H2O), O[Li].O (LiOH—H2O). Solvent: O (water). Run at time 48 hour. Yields the product C(C)(C)(C)OC(=O)NCC1(CC12CCCCC2)C(=O)O (1-(tert-butoxycarbonylamino-methyl)-spiro[2.5]octane-1-carboxylic acid). The yield is 62.4%. Reaction SMILES: C[O:2][C:3]([C:5]1([CH2:13][NH:14][C:15]([O:17][C:18]([CH3:21])([CH3:20])[CH3:19])=[O:16])[C:7]2([CH2:12][CH2:11][CH2:10][CH2:9][CH2:8]2)[CH2:6]1)=[O:4].O[Li].O>O>[C:18]([O:17][C:15]([NH:14][CH2:13][C:5]1([C:3]([OH:4])=[O:2])[C:7]2([CH2:12][CH2:11][CH2:10][CH2:9][CH2:8]2)[CH2:6]1)=[O:16])([CH3:21])([CH3:19])[CH3:20] |f:1.2|. Procedure details: To a solution of crude 1-(tert-butoxycarbonylamino-methyl)-spiro[2.5]octane-1-carboxylic acid methyl ester (35.0 g, ˜96.2 mmol) was added LiOH—H2O (12.3 g, 294 mmol) followed by the addition of water (75 mL). The mixture was heated to reflux. After 48 hours, an additional portion of LiOH—H2O (6.15 g, 146 mmol) was added and refluxed for an additional 24 hours. The solvent was removed under reduced vacuum. The residue was partitioned between water and ether. The aqueous layer was acidified to pH ...